From a dataset of the Open Reaction Database (ORD), a public repository of structured organic reaction records. describe an organic reaction: reactants, conditions, products, and yield Reactants: O=C([O-])[O-], ClCCl, CCCC=CC1CCC(c2ccc(C#N)cc2)CC1, O=C(OO)c1cccc(Cl)c1, [K+], [K+]. The product is CCCC1OC1C1CCC(c2ccc(C#N)cc2)CC1. RXN SMILES: [C:12](=[O:13])([O-:14])[O-:15].[CH2:37]([Cl:38])[Cl:39].[CH:18](=[CH:19][CH2:20][CH2:21][CH3:22])[CH:23]1[CH2:24][CH2:25][CH:26]([c:29]2[cH:30][cH:31][c:32]([C:33]#[N:34])[cH:35][cH:36]2)[CH2:27][CH2:28]1.[Cl:1][c:2]1[cH:3][cH:4][cH:5][c:6]([C:7]([O:8][OH:10])=[O:9])[cH:11]1.[K+:16].[K+:17]>>[O:9]1[CH:18]([CH:23]2[CH2:24][CH2:25][CH:26]([c:29]3[cH:30][cH:31][c:32]([C:33]#[N:34])[cH:35][cH:36]3)[CH2:27][CH2:28]2)[CH:19]1[CH2:20][CH2:21][CH3:22]. The reactants are CI (methyliodide), FC(C(=O)O)(F)F (trifluoroacetic acid), [H-].[Na+] (NaH), C(C)(C)(C)OC(=O)N1CCC(CC1)N(C=1C=C2C=CNC2=CC1)CC1=CC=CC=C1 (4-[benzyl-(1H-indol-5-yl)-amino]-piperidine-1-carboxylic acid tert-butyl ester). Solvent: CN(C)C=O (DMF), C(Cl)Cl (DCM). Reaction conditions: time 1 hour. Product: FC(C(=O)O)(F)F.C(C1=CC=CC=C1)N(C1CCNCC1)C=1C=C2C=CN(C2=CC1)C (benzyl-(1-methyl-1H-indol-5-yl)-piperidin-4-yl-amine trifluoroacetate). Yield: 71.7%. Reaction SMILES: [H-].[Na+].C(OC([N:10]1[CH2:15][CH2:14][CH:13]([N:16]([CH2:26][C:27]2[CH:32]=[CH:31][CH:30]=[CH:29][CH:28]=2)[C:17]2[CH:18]=[C:19]3[C:23](=[CH:24][CH:25]=2)[NH:22][CH:21]=[CH:20]3)[CH2:12][CH2:11]1)=O)(C)(C)C.CI.[F:35][C:36]([F:41])([F:40])[C:37]([OH:39])=[O:38]>CN(C=O)C.C(Cl)Cl>[F:35][C:36]([F:41])([F:40])[C:37]([OH:39])=[O:38].[CH2:26]([N:16]([C:17]1[CH:18]=[C:19]2[C:23](=[CH:24][CH:25]=1)[N:22]([CH3:36])[CH:21]=[CH:20]2)[CH:13]1[CH2:14][CH2:15][NH:10][CH2:11][CH2:12]1)[C:27]1[CH:28]=[CH:29][CH:30]=[CH:31][CH:32]=1 |f:0.1,7.8|. Reported procedure: NaH (60% in mineral oil, 30 mg, 0.74 mmol) was added to a solution of 4-[benzyl-(1H-indol-5-yl)-amino]-piperidine-1-carboxylic acid tert-butyl ester (150 mg, 0.37 mmol) in DMF (1.0 mL). The reaction mixture was stirred for 1 hour and then methyliodide (0.06 mL, 0.93 mmol) was added. The resulting mixture was stirred for 2 hours and it was then quenched by addition of a saturated aqueous solution of NH4Cl. The organic layer was separated and the aqueous layer was extracted twice with EtOAc (20 mL... Starting materials: C(C)(C)(C)C=1C=C(C=O)C=C(C1O)C(C)(C)C (3,5-di-tert-butyl-4-hydroxybenzaldehyde), C(CCC)N=C=O (n-butyl isocyanate). Run in CN(C)C=O (DMF). The product is C(CCC)NC(=O)OC1=C(C=C(C=O)C=C1C(C)(C)C)C(C)(C)C (4-(n-Butylaminocarbonyloxy)-3,5-di-tert-butylbenzaldehyde). Reaction SMILES: [C:1]([C:5]1[CH:6]=[C:7]([CH:10]=[C:11]([C:14]([CH3:17])([CH3:16])[CH3:15])[C:12]=1[OH:13])[CH:8]=[O:9])([CH3:4])([CH3:3])[CH3:2].[CH2:18]([N:22]=[C:23]=[O:24])[CH2:19][CH2:20][CH3:21]>CN(C=O)C>[CH2:18]([NH:22][C:23]([O:13][C:12]1[C:5]([C:1]([CH3:4])([CH3:3])[CH3:2])=[CH:6][C:7]([CH:8]=[O:9])=[CH:10][C:11]=1[C:14]([CH3:17])([CH3:16])[CH3:15])=[O:24])[CH2:19][CH2:20][CH3:21]. Procedure details: The title compound was prepared in DMF using 3,5-di-tert-butyl-4-hydroxybenzaldehyde and n-butyl isocyanate according to the procedure described in Example H. The title compound was isolated in 87.5% yield as a buff solid. The reactants are CC(=O)OC(C)=O, CC(=O)[O-], CC(N)CN1CC(C)(C)OCC1C(=O)Nc1cc(Cl)cc2c1[nH]c1cnccc12, [NH4+]. The product is CC(=O)NC(C)CN1CC(C)(C)OCC1C(=O)Nc1cc(Cl)cc2c1[nH]c1cnccc12. As a reaction SMILES: [CH3:30][C:31](=[O:32])[O:33][C:34](=[O:35])[CH3:36].[CH3:38][C:39](=[O:40])[O-:41].[Cl:1][c:2]1[cH:3][c:4]2[c:5]3[cH:6][cH:7][n:8][cH:9][c:10]3[nH:11][c:12]2[c:13]([NH:15][C:16](=[O:17])[CH:18]2[CH2:19][O:20][C:21]([CH3:28])([CH3:29])[CH2:22][N:23]2[CH2:24][CH:25]([CH3:26])[NH2:27])[cH:14]1.[NH4+:37]>>[Cl:1][c:2]1[cH:3][c:4]2[c:5]3[cH:6][cH:7][n:8][cH:9][c:10]3[nH:11][c:12]2[c:13]([NH:15][C:16](=[O:17])[CH:18]2[CH2:19][O:20][C:21]([CH3:28])([CH3:29])[CH2:22][N:23]2[CH2:24][CH:25]([CH3:26])[NH:27][C:31]([CH3:30])=[O:32])[cH:14]1. The product is NCCCCCCOc1ccc(C2=NCCO2)cc1. Starting materials: CO, [H][H], N, N#CCCCCCOc1ccc(C2=NCCO2)cc1. Reaction SMILES: [CH3:23][OH:24].[H:21][H:22].[NH3:20].[O:1]1[C:2]([c:6]2[cH:7][cH:8][c:9]([O:10][CH2:11][CH2:12][CH2:13][CH2:14][CH2:15][C:16]#[N:17])[cH:18][cH:19]2)=[N:3][CH2:4][CH2:5]1>>[O:1]1[C:2]([c:6]2[cH:7][cH:8][c:9]([O:10][CH2:11][CH2:12][CH2:13][CH2:14][CH2:15][CH2:16][NH2:17])[cH:18][cH:19]2)=[N:3][CH2:4][CH2:5]1. Reactants: COC(C(C(C=1C=C(C=CC1)C)Cl)=O)=O (3-chloro-2-oxo-3-m-tolyl-propionic acid methyl ester), NC(=S)N (thiourea). The product is COC(=O)C=1N=C(SC1C=1C=C(C=CC1)C)N (2-Amino-5-m-tolyl-thiazole-4-carboxylic acid methyl ester). As a reaction SMILES: [CH3:1][O:2][C:3](=[O:15])[C:4](=O)[CH:5](Cl)[C:6]1[CH:7]=[C:8]([CH3:12])[CH:9]=[CH:10][CH:11]=1.[NH2:16][C:17]([NH2:19])=[S:18]>>[CH3:1][O:2][C:3]([C:4]1[N:16]=[C:17]([NH2:19])[S:18][C:5]=1[C:6]1[CH:7]=[C:8]([CH3:12])[CH:9]=[CH:10][CH:11]=1)=[O:15]. Procedure: prepared by reaction of 3-chloro-2-oxo-3-m-tolyl-propionic acid methyl ester with thiourea. LC-MS: tR=0.78 min; [M+H]+=249.0. Reactants: ClCCl, Cl, Nc1ccc2c(c1)C(=O)CCO2, O=S(=O)(Cl)c1ccccc1, c1ccncc1. The product is O=C1CCOc2ccc(NS(=O)(=O)c3ccccc3)cc21. As a reaction SMILES: [Cl:30][CH2:31][Cl:32].[ClH:29].[NH2:1][c:2]1[cH:3][c:4]2[c:9]([cH:10][cH:11]1)[O:8][CH2:7][CH2:6][C:5]2=[O:12].[c:19]1([S:25](=[O:26])(=[O:27])[Cl:28])[cH:20][cH:21][cH:22][cH:23][cH:24]1.[cH:13]1[cH:14][cH:15][n:16][cH:17][cH:18]1>>[NH:1]([c:2]1[cH:3][c:4]2[c:9]([cH:10][cH:11]1)[O:8][CH2:7][CH2:6][C:5]2=[O:12])[S:25]([c:19]1[cH:20][cH:21][cH:22][cH:23][cH:24]1)(=[O:26])=[O:27]. Starting materials: CN1C(=O)CCCC2CN(CC(=O)OC(C)(C)C)c3cccc1c32, CCOC(C)=O, Cl. Yields the product CN1C(=O)CCCC2CN(CC(=O)O)c3cccc1c32. RXN SMILES: [CH3:1][N:2]1[C:3](=[O:24])[CH2:4][CH2:5][CH2:6][CH:7]2[CH2:8][N:9]([CH2:16][C:17](=[O:18])[O:19][C:20]([CH3:21])([CH3:22])[CH3:23])[c:10]3[cH:11][cH:12][cH:13][c:14]1[c:15]32.[CH3:26][CH2:27][O:28][C:29]([CH3:30])=[O:31].[ClH:25]>>[CH3:1][N:2]1[C:3](=[O:24])[CH2:4][CH2:5][CH2:6][CH:7]2[CH2:8][N:9]([CH2:16][C:17](=[O:18])[OH:19])[c:10]3[cH:11][cH:12][cH:13][c:14]1[c:15]32. Reported procedure: In the manner given in Example 1, 7-chloro-2-hydrazino-5-phenyl-3H-1,4-benzodiazepine in tetrahydrofuran can be treated with 1-chloro-3-hydroxypropanone under nitrogen to give 7-chloro-2-[[2-chloro-1-(hydroxymethyl)ethylidene]hydrazino]-5-phenyl-3H-1,4-benzodiazepine. The solvent is O1CCCC1 (tetrahydrofuran). RXN SMILES: [Cl:1][C:2]1[CH:3]=[CH:4][C:5]2[N:11]=[C:10]([NH:12][NH2:13])[CH2:9][N:8]=[C:7]([C:14]3[CH:19]=[CH:18][CH:17]=[CH:16][CH:15]=3)[C:6]=2[CH:20]=1.[Cl:21][CH2:22][C:23](=O)[CH2:24][OH:25]>O1CCCC1>[Cl:1][C:2]1[CH:3]=[CH:4][C:5]2[N:11]=[C:10]([NH:12][N:13]=[C:23]([CH2:24][OH:25])[CH2:22][Cl:21])[CH2:9][N:8]=[C:7]([C:14]3[CH:19]=[CH:18][CH:17]=[CH:16][CH:15]=3)[C:6]=2[CH:20]=1. The reactants are ClC=1C=CC2=C(C(=NCC(=N2)NN)C2=CC=CC=C2)C1 (7-chloro-2-hydrazino-5-phenyl-3H-1,4-benzodiazepine), ClCC(CO)=O (1-chloro-3-hydroxypropanone). Yields the product ClC=1C=CC2=C(C(=NCC(=N2)NN=C(CCl)CO)C2=CC=CC=C2)C1 (7-chloro-2-[[2-chloro-1-(hydroxymethyl)ethylidene]hydrazino]-5-phenyl-3H-1,4-benzodiazepine).